Dataset: the Open Reaction Database (ORD), a public repository of structured organic reaction records. Task: describe an organic reaction: reactants, conditions, products, and yield Reactants: BrC=1C=NC=NC1 (5-bromopyrimidine), NC=1C=C(C=CC1)B(O)O (3-aminophenyl boronic acid). Product: N1=CN=CC(=C1)C=1C=C(N)C=CC1 (3-(5-Pyrimidyl)-aniline). Isolated yield 84.0%. As a reaction SMILES: Br[C:2]1[CH:3]=[N:4][CH:5]=[N:6][CH:7]=1.[NH2:8][C:9]1[CH:10]=[C:11](B(O)O)[CH:12]=[CH:13][CH:14]=1>>[N:4]1[CH:3]=[C:2]([C:13]2[CH:14]=[C:9]([CH:10]=[CH:11][CH:12]=2)[NH2:8])[CH:7]=[N:6][CH:5]=1. Procedure: This was prepared from 5-bromopyrimidine and 3-aminophenyl boronic acid in 84% yield by the same method as for Description 12. The reactants are BrC1=CC=C(C=C1)C1=CC=C(C=C1)CCCCCCC (4-bromo-4′-n-heptylbiphenyl), C(CCC)[Li] (n-butyllithium), resultant mixture, resultant mixture, C(C(=O)OCC)(=O)OCC (diethyl oxalate), C(C)(=O)O (acetic acid). The solvent is C(C)(=O)OCC (ethyl acetate), O (water), O1CCCC1 (tetrahydrofuran), C(C)OCC (diethyl ether), CCCCCC (n-hexane), O1CCCC1 (tetrahydrofuran). Reaction conditions: temperature -78 celsius, time 30 minute. Product: C(C)C(C(=O)C1=CC=C(C=C1)CCCCCCC)=O (1-Ethyl-2-(4-n heptylphenyl)ethanedione). As a reaction SMILES: Br[C:2]1[CH:7]=[CH:6][C:5]([C:8]2C=C[C:11]([CH2:14][CH2:15][CH2:16]CCCC)=[CH:10][CH:9]=2)=[CH:4][CH:3]=1.[CH2:21]([Li])[CH2:22]CC.[C:26]([O:33]CC)(=O)[C:27]([O:29]CC)=O.C(O)(=O)C>O1CCCC1.C(OCC)C.CCCCCC.C(OCC)(=O)C.O>[CH2:21]([C:27](=[O:29])[C:26]([C:2]1[CH:3]=[CH:4][C:5]([CH2:8][CH2:9][CH2:10][CH2:11][CH2:14][CH2:15][CH3:16])=[CH:6][CH:7]=1)=[O:33])[CH3:22]. Procedure: To a stirred solution of 4-bromo-4′-n-heptylbiphenyl (2.71 g) in tetrahydrofuran (100 ml) was added dropwise a solution of n-butyllithium in a mixture of diethyl ether and n-hexane (1.6M, 5.1 ml) at −78° C. After stirring at −78° C. for 30 minutes, the resultant mixture was added to a solution of diethyl oxalate (3.4 ml) in tetrahydrofuran (50 ml) at −78° C. The resultant mixture was allowed to warm to 0° C. for about 1 hour, and to the mixture was added acetic acid (0.5 ml). Evaporation gave a ... The reactants are FC1=C(C(=CC=C1)F)N1C(NCC2=C1N=C(N=C2C=2C=C(C=CC2C)NC(C2=CC(=C(C=C2)C)F)=O)S(=O)(=O)C)=O (N-{3-[8-(2,6-difluorophenyl)-2-(methylsulfonyl)-7-oxo-5,6,7,8-tetrahydropyrimido[4,5-d]pyrimidin-4-yl]-4-methylphenyl}-3-fluoro-4-methylbenzamide), NC1CC(NC(C1)(C)C)(C)C (4-amino-2,2,6,6-tetramethylpiperidine). Run in CN(C)C=O (DMF). Product: FC1=C(C(=CC=C1)F)N1C(NCC2=C1N=C(N=C2C=2C=C(C=CC2C)NC(C2=CC(=C(C=C2)C)F)=O)NC2CC(NC(C2)(C)C)(C)C)=O (N-(3-{8-(2,6-difluorophenyl)-7-oxo-2-[(2,2,6,6-tetramethyl-4-piperidinyl)amino]-5,6,7,8-tetrahydropyrimido[4,5-d]pyrimidin-4-yl}-4-methylphenyl)-3-fluoro-4-methylbenzamide). As a reaction SMILES: [F:1][C:2]1[CH:7]=[CH:6][CH:5]=[C:4]([F:8])[C:3]=1[N:9]1[C:14]2[N:15]=[C:16](S(C)(=O)=O)[N:17]=[C:18]([C:19]3[CH:20]=[C:21]([NH:26][C:27](=[O:36])[C:28]4[CH:33]=[CH:32][C:31]([CH3:34])=[C:30]([F:35])[CH:29]=4)[CH:22]=[CH:23][C:24]=3[CH3:25])[C:13]=2[CH2:12][NH:11][C:10]1=[O:41].[NH2:42][CH:43]1[CH2:48][C:47]([CH3:50])([CH3:49])[NH:46][C:45]([CH3:52])([CH3:51])[CH2:44]1>CN(C=O)C>[F:1][C:2]1[CH:7]=[CH:6][CH:5]=[C:4]([F:8])[C:3]=1[N:9]1[C:14]2[N:15]=[C:16]([NH:42][CH:43]3[CH2:44][C:45]([CH3:52])([CH3:51])[NH:46][C:47]([CH3:50])([CH3:49])[CH2:48]3)[N:17]=[C:18]([C:19]3[CH:20]=[C:21]([NH:26][C:27](=[O:36])[C:28]4[CH:33]=[CH:32][C:31]([CH3:34])=[C:30]([F:35])[CH:29]=4)[CH:22]=[CH:23][C:24]=3[CH3:25])[C:13]=2[CH2:12][NH:11][C:10]1=[O:41]. Procedure: The compound N-{3-[8-(2,6-difluorophenyl)-2-(methylsulfonyl)-7-oxo-5,6,7,8-tetrahydropyrimido[4,5-d]pyrimidin-4-yl]-4-methylphenyl}-3-fluoro-4-methylbenzamide (0.070 g, 0.107 mmol) was dissolved in DMF (1.5 mL) and treated with 4-amino-2,2,6,6-tetramethylpiperidine (62 ul, 0.361 mmol). Stirring at room temperature and heating to 70° C. under argon produced no reaction so the mixture was microwaved at 200° C. for 15 min. The solvent was removed in vacuo and the crude product was purified by flash... The reactants are CSCc1cc(F)cc2c(C(CCC#N)c3ccc(Cl)cc3Cl)c[nH]c12, ClCCl, O=C(OO)c1cccc(Cl)c1. Yields the product CS(=O)Cc1cc(F)cc2c(C(CCC#N)c3ccc(Cl)cc3Cl)c[nH]c12. RXN SMILES: [Cl:1][c:2]1[c:3]([CH:9]([CH2:10][CH2:11][C:12]#[N:13])[c:14]2[cH:15][nH:16][c:17]3[c:18]([CH2:24][S:25][CH3:26])[cH:19][c:20]([F:23])[cH:21][c:22]23)[cH:4][cH:5][c:6]([Cl:8])[cH:7]1.[Cl:38][CH2:39][Cl:40].[OH:27][O:28][C:29]([c:30]1[cH:31][c:32]([Cl:33])[cH:34][cH:35][cH:36]1)=[O:37]>>[Cl:1][c:2]1[c:3]([CH:9]([CH2:10][CH2:11][C:12]#[N:13])[c:14]2[cH:15][nH:16][c:17]3[c:18]([CH2:24][S:25]([CH3:26])=[O:27])[cH:19][c:20]([F:23])[cH:21][c:22]23)[cH:4][cH:5][c:6]([Cl:8])[cH:7]1. Starting materials: CC1=NC(=NC=C1C(=O)OCC)SC (ethyl 4-methyl-2-(methylthio)pyrimidine-5-carboxylate), O1CCOCC1 (dioxane), SeO2. Yields the product C(=O)C1=NC(=NC=C1C(=O)OCC)SC (ethyl 4-formyl-2-(methylthio)pyrimidine-5-carboxylate). RXN SMILES: [CH3:1][C:2]1[C:7]([C:8]([O:10][CH2:11][CH3:12])=[O:9])=[CH:6][N:5]=[C:4]([S:13][CH3:14])[N:3]=1.[O:15]1CCOCC1>>[CH:1]([C:2]1[C:7]([C:8]([O:10][CH2:11][CH3:12])=[O:9])=[CH:6][N:5]=[C:4]([S:13][CH3:14])[N:3]=1)=[O:15]. Procedure: A solution of ethyl 4-methyl-2-(methylthio)pyrimidine-5-carboxylate in dioxane (330 mg, 1.56 mmol) was treated with SeO2 (220 mg, 2.0 mmol) at 100° C. for 3 days. After cooling, the reaction mixture was concentrated and the residue was purified by flash chromatography (20% ethyl acetate in hexane) to provide the title compound. MS (DCI/NH3) m/z 227 (M+H)+.